From a dataset of the Open Reaction Database (ORD), a public repository of structured organic reaction records. describe an organic reaction: reactants, conditions, products, and yield Starting materials: C[Si](CCOC(=O)C1=C(C=CC2=CC=CC=C12)NC(=O)OCC=1OC2=C(C1)C=C(C=C2)C2=CC=CC=C2)(C)C (2-(5-phenyl-benzofuran-2-ylmethoxycarbonylamino)-naphthalene-1-carboxylic acid 2-trimethylsilanyl-ethyl ester), [F-].C(CCC)[N+](CCCC)(CCCC)CCCC (tetra-n-butylammonium fluoride), O (Water). Solvent: CN(C)C=O (DMF). Reaction conditions: temperature 2.5 celsius, time 1.5 hour. Yields the product C1(=CC=CC=C1)C=1C=CC2=C(C=C(O2)COC(=O)NC2=C(C3=CC=CC=C3C=C2)C(=O)O)C1 (2-(5-phenyl-benzofuran-2-ylmethoxycarbonylamino)-naphthalene-1-carboxylic acid). Isolated yield 47.9%. Reaction SMILES: C[Si](C)(C)CC[O:5][C:6]([C:8]1[C:17]2[C:12](=[CH:13][CH:14]=[CH:15][CH:16]=2)[CH:11]=[CH:10][C:9]=1[NH:18][C:19]([O:21][CH2:22][C:23]1[O:24][C:25]2[CH:31]=[CH:30][C:29]([C:32]3[CH:37]=[CH:36][CH:35]=[CH:34][CH:33]=3)=[CH:28][C:26]=2[CH:27]=1)=[O:20])=[O:7].[F-].C([N+](CCCC)(CCCC)CCCC)CCC.O>CN(C=O)C>[C:32]1([C:29]2[CH:30]=[CH:31][C:25]3[O:24][C:23]([CH2:22][O:21][C:19]([NH:18][C:9]4[CH:10]=[CH:11][C:12]5[C:17](=[CH:16][CH:15]=[CH:14][CH:13]=5)[C:8]=4[C:6]([OH:7])=[O:5])=[O:20])=[CH:27][C:26]=3[CH:28]=2)[CH:37]=[CH:36][CH:35]=[CH:34][CH:33]=1 |f:1.2|. Procedure details: To a solution of 2-(5-phenyl-benzofuran-2-ylmethoxycarbonylamino)-naphthalene-1-carboxylic acid 2-trimethylsilanyl-ethyl ester (574 mg, 1.07 mmol) in DMF (5 mL) was added 1.0M tetra-n-butylammonium fluoride (1.1 mL, 1.07 mmol) under a nitrogen atmosphere. The mixture was stirred for 1.5 h. Water was added and the mixture was extracted, washed with water and brine, dried and concentrated to ca. 3 mL. The suspension was cooled at 0-5° C. for 40 min and filtered. Recrystallization of the obtained w...